The task is: describe an organic reaction: reactants, conditions, products, and yield. This data is from the Open Reaction Database (ORD), a public repository of structured organic reaction records. Starting materials: CNC(=O)C1=CC=CC=2SC(=CC21)C2=NC(=NC=C2C)NCCCC2CCNCC2 (2-[5-methyl-2-(3-piperidin-4-yl-propylamino)-pyrimidin-4-yl]-benzo[b]thiophene-4-carboxylic acid methylamide), Cl.Cl.C1(CC1)NC(=O)C1=CC=CC=2SC(=CC21)C2=NC(=NC=C2F)NCCCC2CCN(CC2)C (2-{5-fluoro-2-[3-(1-methylpiperidin-4-yl)-propylamino]-pyrimidin-4-yl}-benzo[b]thiophene-4-carboxylic acid cyclopropylamide di-hydrochloride). Yields the product Cl.Cl.CNC(=O)C1=CC=CC=2SC(=CC21)C2=NC(=NC=C2C)NCCCC2CCN(CC2)C (2-{5-Methyl-2-[3-(1-methylpiperidin-4-yl)-propylamino]-pyrimidin-4-yl}-benzo[b]thiophene-4-carboxylic acid methylamide di-hydrochloride). RXN SMILES: [ClH:1].Cl.[CH:3]1([NH:6][C:7]([C:9]2[C:17]3[CH:16]=[C:15]([C:18]4[C:23](F)=[CH:22][N:21]=[C:20]([NH:25][CH2:26][CH2:27][CH2:28][CH:29]5[CH2:34][CH2:33][N:32]([CH3:35])[CH2:31][CH2:30]5)[N:19]=4)[S:14][C:13]=3[CH:12]=[CH:11][CH:10]=2)=[O:8])CC1.[CH3:36]NC(C1C2C=C(C3C(C)=CN=C(NCCCC4CCNCC4)N=3)SC=2C=CC=1)=O>>[ClH:1].[ClH:1].[CH3:3][NH:6][C:7]([C:9]1[C:17]2[CH:16]=[C:15]([C:18]3[C:23]([CH3:36])=[CH:22][N:21]=[C:20]([NH:25][CH2:26][CH2:27][CH2:28][CH:29]4[CH2:34][CH2:33][N:32]([CH3:35])[CH2:31][CH2:30]4)[N:19]=3)[S:14][C:13]=2[CH:12]=[CH:11][CH:10]=1)=[O:8] |f:0.1.2,4.5.6|. Procedure: Using the method of 2-{5-fluoro-2-[3-(1-methylpiperidin-4-yl)-propylamino]-pyrimidin-4-yl}-benzo[b]thiophene-4-carboxylic acid cyclopropylamide di-hydrochloride, the title compound is synthesized from 2-[5-methyl-2-(3-piperidin-4-yl-propylamino)-pyrimidin-4-yl]-benzo[b]thiophene-4-carboxylic acid methylamide and isolated as a yellow solid. ES+(m/z) 438 [M(free base)+H].